From a dataset of the Open Reaction Database (ORD), a public repository of structured organic reaction records. describe an organic reaction: reactants, conditions, products, and yield Reactants: C1C=CC=2C=CC=C3C=C4C=CC=CC4=C1C23 (1H-benzo[de]anthracene), asphaltene polycyclic, [N+](=O)([O-])C=1C=CC2=C3C(=C4C=CC=CC4=CC13)CC=C2 (6-nitro-1H-benzo[de]anthracene), CC1=CC2=C(SC3=C2C=CC=C3)C=C1 (2-methyldibenzo[b,d]thiophene). The product is [N+](=O)([O-])C1=CC2=C(SC3=C2C=CC=C3)C=C1 (2-nitrodibenzo[b,d]thiophene). As a reaction SMILES: C1C2C3C(C=C4C=2C=CC=C4)=CC=CC=3C=C1.[N+:18]([C:21]1[CH:22]=[CH:23][C:24]2C=CCC3=C4C(=C[C:34]=1[C:25]=23)C=CC=C4)([O-:20])=[O:19].C[C:39]1[CH:51]=[CH:50][C:42]2[S:43]C3C=CC=CC=3[C:41]=2[CH:40]=1>>[N+:18]([C:21]1[CH:22]=[CH:23][C:24]2[S:43][C:42]3[CH:50]=[CH:51][CH:39]=[CH:40][C:41]=3[C:25]=2[CH:34]=1)([O-:20])=[O:19]. Reported procedure: For example, as a result of the nitration, the reaction between the 1H-benzo[de]anthracene of the asphaltene polycyclic core forms 6-nitro-1H-benzo[de]anthracene (19) and the nitration reaction with 2-methyldibenzo[b,d]thiophene yields 2-nitrodibenzo[b,d]thiophene (20). RXN SMILES: Cl.[I:2][C:3]1[CH:4]=[C:5]([CH:8]=[CH:9][CH:10]=1)[CH2:6][NH2:7].[OH-].[NH4+]>O>[I:2][C:3]1[CH:4]=[C:5]([CH:8]=[CH:9][CH:10]=1)[CH2:6][NH2:7] |f:0.1,2.3|. The solvent is O (water). Product: IC=1C=C(CN)C=CC1 (3-iodobenzylamine). Yield: 94.0%. Reactants: Cl.IC=1C=C(CN)C=CC1 (3-iodobenzylamine hydrochloride), [OH-].[NH4+] (ammonium hydroxide). Procedure: To a stirred solution of 3-iodobenzylamine hydrochloride dissolved in distilled water (13.2 mL per gram) is added dropwise an aqueous ammonium hydroxide (5.3 mL per gram) solution. A yellow oil separates and is extracted into ethyl acetate (3×6.6 mL per gram). The ethyl acetate layer is dried over anhydrous sodium sulfate and evaporated on a rotovap to obtain 3-iodobenzylamine as a yellow oil (94% yield). Starting materials: C(#N)C1=C(C=C(OC2=C(C=C(COC=3C=C4N(C(N3)=O)CCN4C(=O)OC(C)(C)C)C=C2)F)C=C1)C(F)(F)F (tert-butyl 7-((4-(4-cyano-3-(trifluoromethyl)phenoxy)-3-fluorobenzyl)oxy)-5-oxo-2,3-dihydroimidazo[1,2-c]pyrim-idine-1-(5H)-carboxylate). Solvent: CN(C)C=O (DMF). The product is FC1=C(OC2=CC(=C(C#N)C=C2)C(F)(F)F)C=CC(=C1)COC=1C=C2N(C(N1)=O)CCN2 (4-(2-fluoro-4-(((5-oxo-1,2,3,5-tetrahydroimidazo[1,2-c]pyrimidin-7-yl)oxy)methyl)p-hen-oxy)-2-(trifluoromethyl)benzonitrile). RXN SMILES: [C:1]([C:3]1[CH:35]=[CH:34][C:6]([O:7][C:8]2[CH:32]=[CH:31][C:11]([CH2:12][O:13][C:14]3[CH:15]=[C:16]4[N:23](C(OC(C)(C)C)=O)[CH2:22][CH2:21][N:17]4[C:18](=[O:20])[N:19]=3)=[CH:10][C:9]=2[F:33])=[CH:5][C:4]=1[C:36]([F:39])([F:38])[F:37])#[N:2]>CN(C=O)C>[F:33][C:9]1[CH:10]=[C:11]([CH2:12][O:13][C:14]2[CH:15]=[C:16]3[NH:23][CH2:22][CH2:21][N:17]3[C:18](=[O:20])[N:19]=2)[CH:31]=[CH:32][C:8]=1[O:7][C:6]1[CH:34]=[CH:35][C:3]([C:1]#[N:2])=[C:4]([C:36]([F:37])([F:38])[F:39])[CH:5]=1. Reported procedure: Prepared in a manner similar to that described for E71 using tert-butyl 7-((4-(4-cyano-3-(trifluoromethyl)phenoxy)-3-fluorobenzyl)oxy)-5-oxo-2,3-dihydroimidazo[1,2-c]pyrim-idine-1-(5H)-carboxylate (75 mg, 0.137 immol) in DMF (2 mL) and silica gel. Reactants: C1CCOC1, CC1(C)CC(=O)CC(C)(C)C1, Cc1ccccc1, CCOC(C)=O, Cl, O, COC(=O)c1ccc(C(=O)c2ccccc2)cc1. The product is COC(=O)c1ccc(C(=C2CC(C)(C)CC(C)(C)C2)c2ccccc2)cc1. RXN SMILES: [CH2:30]1[O:31][CH2:32][CH2:33][CH2:34]1.[CH3:1][C:2]1([CH3:11])[CH2:3][C:4](=[O:10])[CH2:5][C:6]([CH3:8])([CH3:9])[CH2:7]1.[CH3:36][c:37]1[cH:38][cH:39][cH:40][cH:41][cH:42]1.[CH3:43][CH2:44][O:45][C:46]([CH3:47])=[O:48].[ClH:35].[OH2:49].[c:12]1([C:18](=[O:19])[c:20]2[cH:21][cH:22][c:23]([C:24](=[O:25])[O:26][CH3:27])[cH:28][cH:29]2)[cH:13][cH:14][cH:15][cH:16][cH:17]1>>[CH3:1][C:2]1([CH3:11])[CH2:3][C:4](=[C:18]([c:12]2[cH:13][cH:14][cH:15][cH:16][cH:17]2)[c:20]2[cH:21][cH:22][c:23]([C:24](=[O:25])[O:26][CH3:27])[cH:28][cH:29]2)[CH2:5][C:6]([CH3:8])([CH3:9])[CH2:7]1. Yields the product C(=O)C=1C=C(C=CC1)C=1C=CC(=C(CNC(OC(C)(C)C)=O)C1)OC (t-Butyl N-[5-(3-formylphenyl)-2-methoxybenzyl]carbamate). Isolated yield 76.2%. Reported procedure: 747 mg of t-Butyl N-{5-[3-(hydroxymethyl)-phenyl]-2-methoxybenzyl}carbamate, 510 mg of N-methylmorpholin-N-oxide, 76 mg of tetrapropyl ammonium perruthenate and 1 g of 4A molecular sieve powder were dissolved in 1 g of dichloromethane, and the mixture was stirred at room temperature for 2hours. The reaction mixture was filtered and the filtrate was evaporated. The residue was purified by silica gel column, to give 566 mg of the title compound in the 3:1→1:1 hexane-ethyl acetate fraction. The reagents and catalysts are [Ru](=O)(=O)(=O)[O-].C(CC)[N+](CCC)(CCC)CCC (tetrapropyl ammonium perruthenate). Conditions: time 2 hour. Starting materials: OCC=1C=C(C=CC1)C=1C=CC(=C(CNC(OC(C)(C)C)=O)C1)OC (t-Butyl N-{5-[3-(hydroxymethyl)-phenyl]-2-methoxybenzyl}carbamate), C[N+]1(CCOCC1)[O-] (N-methylmorpholin-N-oxide), 4A. Solvent: ClCCl (dichloromethane). Reaction SMILES: [OH:1][CH2:2][C:3]1[CH:4]=[C:5]([C:9]2[CH:10]=[CH:11][C:12]([O:24][CH3:25])=[C:13]([CH:23]=2)[CH2:14][NH:15][C:16](=[O:22])[O:17][C:18]([CH3:21])([CH3:20])[CH3:19])[CH:6]=[CH:7][CH:8]=1.C[N+]1([O-])CCOCC1>ClCCl.[Ru]([O-])(=O)(=O)=O.C([N+](CCC)(CCC)CCC)CC>[CH:2]([C:3]1[CH:4]=[C:5]([C:9]2[CH:10]=[CH:11][C:12]([O:24][CH3:25])=[C:13]([CH:23]=2)[CH2:14][NH:15][C:16](=[O:22])[O:17][C:18]([CH3:19])([CH3:20])[CH3:21])[CH:6]=[CH:7][CH:8]=1)=[O:1] |f:3.4|. Reactants: CC(C)(C)OC(=O)NC1CCNC1, CO, ClCCl, O=C(NC1CCN(Cc2ccccc2)C1)Oc1ccc([N+](=O)[O-])cc1, [N-]=C=O. The product is CC(C)(C)OC(=O)NC1CCN(C(=O)NC2CCN(Cc3ccccc3)C2)C1. Reaction SMILES: [C:26](=[O:27])([O:28][C:29]([CH3:30])([CH3:31])[CH3:32])[NH:33][CH:34]1[CH2:35][NH:36][CH2:37][CH2:38]1.[CH3:42][OH:43].[Cl:44][CH2:45][Cl:46].[N+:1]([c:2]1[cH:3][cH:4][c:5]([O:6][C:11]([NH:12][CH:13]2[CH2:14][N:15]([CH2:18][c:19]3[cH:20][cH:21][cH:22][cH:23][cH:24]3)[CH2:16][CH2:17]2)=[O:25])[cH:7][cH:8]1)([O-:9])=[O:10].[N-:39]=[C:40]=[O:41]>>[C:11]([NH:12][CH:13]1[CH2:14][N:15]([CH2:18][c:19]2[cH:20][cH:21][cH:22][cH:23][cH:24]2)[CH2:16][CH2:17]1)(=[O:25])[N:36]1[CH2:35][CH:34]([NH:33][C:26](=[O:27])[O:28][C:29]([CH3:30])([CH3:31])[CH3:32])[CH2:38][CH2:37]1. Starting materials: O=C(O)c1ccco1, CC(=O)c1ccc(N)cc1. The reagents and catalysts are C1CCC(CC1)N=C=NC2CCCCC2 (DCC), CCOC(=O)C(=NO)C#N (Oxyma). Run in CN(C)C=O (DMF), CN(C)C=O (DMF), CN(C)C=O (DMF), CN(C)C=O (DMF), CN(C)C=O (DMF), CN(C)C=O (DMF). Conditions: temperature 25 celsius, time 2 hour. The product is CC(=O)c1ccc(NC(=O)c2ccco2)cc1. Isolated yield 67.1%. RXN SMILES: CC(=O)c1ccc(N)cc1.O=C(O)c1ccco1.C1CCC(CC1)N=C=NC2CCCCC2.CCOC(=O)C(=NO)C#N.CN(C)C=O>>CC(=O)c1ccc(NC(=O)c2ccco2)cc1. Reactants: CC1CCCN1C1CCN(c2ccc(N)c(C(F)(F)F)c2)C1, Cc1ccc(C(=O)Cl)c(C)c1. Yields the product Cc1ccc(C(=O)Nc2ccc(N3CCC(N4CCCC4C)C3)cc2C(F)(F)F)c(C)c1. Reaction SMILES: [CH3:1][CH:2]1[N:3]([CH:7]2[CH2:8][N:9]([c:12]3[cH:13][c:14]([C:19]([F:20])([F:21])[F:22])[c:15]([NH2:18])[cH:16][cH:17]3)[CH2:10][CH2:11]2)[CH2:4][CH2:5][CH2:6]1.[CH3:23][c:24]1[c:25]([C:26](=[O:27])[Cl:28])[cH:29][cH:30][c:31]([CH3:33])[cH:32]1>>[CH3:1][CH:2]1[N:3]([CH:7]2[CH2:8][N:9]([c:12]3[cH:13][c:14]([C:19]([F:20])([F:21])[F:22])[c:15]([NH:18][C:26]([c:25]4[c:24]([CH3:23])[cH:32][c:31]([CH3:33])[cH:30][cH:29]4)=[O:27])[cH:16][cH:17]3)[CH2:10][CH2:11]2)[CH2:4][CH2:5][CH2:6]1. The reactants are potassium tert.butylate, C(C)OC(C=C(C(F)(F)F)NC)=O (3-methylamino-4,4,4-trifluorobut-2-enoic acid ethyl ester), C(C=C)OC(=O)C(C)(C)OC(C1=C(C=CC(=C1)N=C=O)Cl)=O (5-isocyanato-2-chloro-benzoic acid 1-allyloxycarbonyl-1-methyl-ethyl-ester). Solvent: CN(C=O)C (dimethylformamide). Conditions: temperature 40 celsius, time 30 minute. The product is C(C=C)OC(=O)C(C)(C)OC(C1=C(C=CC(=C1)N1C(N(C(=CC1=O)C(F)(F)F)C)=O)Cl)=O (2-chloro-5-(3,6-dihydro-2,6-dioxo-3-methyl-4-trifluoromethyl-1-(2H)Pyrimidinyl)-benzoic acid 1-allyloxycarbonyl-1-methyl-ethyl-ester). Isolated yield 89.0%. As a reaction SMILES: C(O[C:4](=[O:13])[CH:5]=[C:6]([NH:11][CH3:12])[C:7]([F:10])([F:9])[F:8])C.[CH2:14]([O:17][C:18]([C:20]([O:23][C:24](=[O:35])[C:25]1[CH:30]=[C:29]([N:31]=[C:32]=[O:33])[CH:28]=[CH:27][C:26]=1[Cl:34])([CH3:22])[CH3:21])=[O:19])[CH:15]=[CH2:16]>CN(C)C=O>[CH2:14]([O:17][C:18]([C:20]([O:23][C:24](=[O:35])[C:25]1[CH:30]=[C:29]([N:31]2[C:4](=[O:13])[CH:5]=[C:6]([C:7]([F:8])([F:9])[F:10])[N:11]([CH3:12])[C:32]2=[O:33])[CH:28]=[CH:27][C:26]=1[Cl:34])([CH3:22])[CH3:21])=[O:19])[CH:15]=[CH2:16]. Procedure: 0.347 g of potassium tert.butylate (content: 97%, 0.003 mols) are suspended in 30 g of anhydrous dimethylformamide (water content <0.01%), and heated to a temperature of 40° C. Subsequently, 1.97 g of 3-methylamino-4,4,4-trifluorobut-2-enoic acid ethyl ester (content: 99.5%, 0.01 mols) are added at a temperature of 40 to 45° C., and this temperature is maintained for a further 30 minutes, whereby a red-brown solution is produced. After cooling the reaction mixture to a temperature of 0° C., 3.51...